From a dataset of the Open Reaction Database (ORD), a public repository of structured organic reaction records. describe an organic reaction: reactants, conditions, products, and yield Reaction SMILES: [Cl:1][CH2:2][CH2:3][CH:4]1[CH2:19][N:18]([CH3:20])[C:17](=[S:21])[C:7]2[CH:8]=[C:9]([CH3:16])[C:10]3[CH:11]=[CH:12][CH:13]=[N:14][C:15]=3[C:6]=2[O:5]1.[CH3:22][NH:23][CH3:24]>>[ClH:1].[CH3:22][N:23]([CH3:24])[CH2:2][CH2:3][CH:4]1[CH2:19][N:18]([CH3:20])[C:17](=[S:21])[C:7]2[CH:8]=[C:9]([CH3:16])[C:10]3[CH:11]=[CH:12][CH:13]=[N:14][C:15]=3[C:6]=2[O:5]1 |f:2.3|. Reported procedure: Following the procedure of Example 31, 2-(2-chloroethyl)-2,3-dihydro-4,7-dimethyl-1,4-oxazepino[6,7-h]quinoline-5(4H)-thione is reacted with dimethylamine to give the title compound. The reactants are ClCCC1OC2=C(C=C(C=3C=CC=NC23)C)C(N(C1)C)=S (2-(2-chloroethyl)-2,3-dihydro-4,7-dimethyl-1,4-oxazepino[6,7-h]quinoline-5(4H)-thione), CNC (dimethylamine). Product: Cl.CN(CCC1OC2=C(C=C(C=3C=CC=NC23)C)C(N(C1)C)=S)C (2-[2-(Dimethylamino)ethyl]-2,3-dihydro-4,7-dimethyl-1,4-oxazepino[6,7-h]quinoline-5(4H)-thione hydrochloride).